Dataset: the Open Reaction Database (ORD), a public repository of structured organic reaction records. Task: describe an organic reaction: reactants, conditions, products, and yield Procedure details: The title compound was prepared from 7-difluoromethyl-5-(4-trifluoromethyl-phenyl)-pyrazolo[1,5-a]pyrimidine-3-carboxylic acid (example C.1) (179 mg, 0.5 mmol) and 6-amino-N-hydroxy-nicotinamidine (example B.4) (114 mg, 0.75 mmol) according to general procedure II. Obtained after purification by flash chromatography (ethyl acetate/heptane) and crystallization (ethyl acetate/hexane) as a yellow solid (84 mg, 35%). MS (ISP) 474.0 [(M+H)+]; mp 242° C. Reaction SMILES: [F:1][CH:2]([F:25])[C:3]1[N:8]2[N:9]=[CH:10][C:11]([C:12](O)=[O:13])=[C:7]2[N:6]=[C:5]([C:15]2[CH:20]=[CH:19][C:18]([C:21]([F:24])([F:23])[F:22])=[CH:17][CH:16]=2)[CH:4]=1.[NH2:26][C:27]1[CH:36]=[CH:35][C:30]([C:31]([NH:33]O)=[NH:32])=[CH:29][N:28]=1>>[F:25][CH:2]([F:1])[C:3]1[N:8]2[N:9]=[CH:10][C:11]([C:12]3[O:13][N:33]=[C:31]([C:30]4[CH:35]=[CH:36][C:27]([NH2:26])=[N:28][CH:29]=4)[N:32]=3)=[C:7]2[N:6]=[C:5]([C:15]2[CH:16]=[CH:17][C:18]([C:21]([F:22])([F:23])[F:24])=[CH:19][CH:20]=2)[CH:4]=1. The reactants are FC(C1=CC(=NC=2N1N=CC2C(=O)O)C2=CC=C(C=C2)C(F)(F)F)F (7-difluoromethyl-5-(4-trifluoromethyl-phenyl)-pyrazolo[1,5-a]pyrimidine-3-carboxylic acid), NC1=NC=C(C(=N)NO)C=C1 (6-amino-N-hydroxy-nicotinamidine). Product: FC(C1=CC(=NC=2N1N=CC2C2=NC(=NO2)C=2C=CC(=NC2)N)C2=CC=C(C=C2)C(F)(F)F)F (5-{5-[7-Difluoromethyl-5-(4-trifluoromethyl-phenyl)-pyrazolo[1,5-a]pyrimidin-3-yl]-[1,2,4]oxadiazol-3-yl}-pyridin-2-ylamine). Starting materials: C1CCC(CC1)N=C=NC2CCCCC2 (DCC), F[C@H]1C[C@@H](O[C@@H]1CO)N1C=NC=2C(=O)NC(N)=NC12 (2′,3′-dideoxy-3′-fluoroguanosine), C=1C=CC2=C(C1)N=NN2O (HOBT), C(=O)(OCC1=CC=CC=C1)N[C@@H](C(C)C)C(=O)OC(COC(CCC(=O)O)=O)COC([C@@H](NC(=O)OCC1=CC=CC=C1)C(C)C)=O (succinic acid 2,3-bis-(N-CBZ-L-valyloxy)-1-propyl ester). The reagents and catalysts are CN(C)C=1C=CN=CC1 (DMAP). The solvent is CN(C)C=O (DMF). Run at time 72 hour. Yields the product F[C@H]1C[C@@H](O[C@@H]1COC(CCC(=O)OCC(COC([C@@H](NC(=O)OCC1=CC=CC=C1)C(C)C)=O)OC([C@@H](NC(=O)OCC1=CC=CC=C1)C(C)C)=O)=O)N1C=NC=2C(=O)NC(N)=NC12 (2′,3′-dideoxy-3′-fluoro-5′-O-{3-[2,3-bis(N-CBZ-L-valyloxy)-1-propyloxycarbonyl]propanoyl}guanosine). Reaction SMILES: [F:1][C@@H:2]1[C@@H:6]([CH2:7][OH:8])[O:5][C@@H:4]([N:9]2[C:19]3[N:18]=[C:16]([NH2:17])[NH:15][C:13](=[O:14])[C:12]=3[N:11]=[CH:10]2)[CH2:3]1.C1C=CC2N(O)N=NC=2C=1.[C:30]([NH:40][C@H:41]([C:45]([O:47][CH:48]([CH2:58][O:59][C:60](=[O:76])[C@H:61]([CH:73]([CH3:75])[CH3:74])[NH:62][C:63]([O:65][CH2:66][C:67]1[CH:72]=[CH:71][CH:70]=[CH:69][CH:68]=1)=[O:64])[CH2:49][O:50][C:51](=[O:57])[CH2:52][CH2:53][C:54](O)=[O:55])=[O:46])[CH:42]([CH3:44])[CH3:43])([O:32][CH2:33][C:34]1[CH:39]=[CH:38][CH:37]=[CH:36][CH:35]=1)=[O:31].C1CCC(N=C=NC2CCCCC2)CC1>CN(C1C=CN=CC=1)C.CN(C=O)C>[F:1][C@@H:2]1[C@@H:6]([CH2:7][O:8][C:54](=[O:55])[CH2:53][CH2:52][C:51]([O:50][CH2:49][CH:48]([O:47][C:45](=[O:46])[C@H:41]([CH:42]([CH3:44])[CH3:43])[NH:40][C:30]([O:32][CH2:33][C:34]2[CH:35]=[CH:36][CH:37]=[CH:38][CH:39]=2)=[O:31])[CH2:58][O:59][C:60](=[O:76])[C@H:61]([CH:73]([CH3:75])[CH3:74])[NH:62][C:63]([O:65][CH2:66][C:67]2[CH:68]=[CH:69][CH:70]=[CH:71][CH:72]=2)=[O:64])=[O:57])[O:5][C@@H:4]([N:9]2[C:19]3[N:18]=[C:16]([NH2:17])[NH:15][C:13](=[O:14])[C:12]=3[N:11]=[CH:10]2)[CH2:3]1. Procedure: A mixture of 2′,3′-dideoxy-3′-fluoroguanosine (0.538 g, 2 mmole), HOBT (0.327 g, 2.42 mmole), DMAP(29.3 mg, 0.24 mmole) and succinic acid 2,3-bis-(N-CBZ-L-valyloxy)-1-propyl ester (1.6 g, 2.42 mmole) was coevaporated two times with DMF and reduced to about 50 ml. DCC (0.536 g, 2.6 mmole) was added and the mixture was stirred 72 hours at room temperature. The mixture was filtered and the solution was evaporated under reduced pressure. 100 ml of ethyl acetate was added and the organic phase washed...